This data is from the Open Reaction Database (ORD), a public repository of structured organic reaction records. The task is: describe an organic reaction: reactants, conditions, products, and yield The reactants are CO, N#Cc1cncc(C2CC2)c1. Product: NCc1cncc(C2CC2)c1. RXN SMILES: [CH3:12][OH:13].[CH:1]1([c:4]2[cH:5][n:6][cH:7][c:8]([C:9]#[N:10])[cH:11]2)[CH2:2][CH2:3]1>>[CH:1]1([c:4]2[cH:5][n:6][cH:7][c:8]([CH2:9][NH2:10])[cH:11]2)[CH2:2][CH2:3]1.